Task: describe an organic reaction: reactants, conditions, products, and yield. Dataset: the Open Reaction Database (ORD), a public repository of structured organic reaction records Starting materials: CCN(c1cc(Br)cc(C(=O)NCc2c(C)cc(C)[nH]c2=O)c1C)C1CCOCC1, O=C([O-])[O-], Cc1cc(C=O)ccc1B1OC(C)(C)C(C)(C)O1, [Na+], [Na+], C1COCCO1, O, c1ccc(P(c2ccccc2)(c2ccccc2)[Pd](P(c2ccccc2)(c2ccccc2)c2ccccc2)(P(c2ccccc2)(c2ccccc2)c2ccccc2)P(c2ccccc2)(c2ccccc2)c2ccccc2)cc1. Product: CCN(c1cc(-c2ccc(C=O)cc2C)cc(C(=O)NCc2c(C)cc(C)[nH]c2=O)c1C)C1CCOCC1. RXN SMILES: [Br:1][c:2]1[cH:3][c:4]([N:22]([CH:23]2[CH2:24][CH2:25][O:26][CH2:27][CH2:28]2)[CH2:29][CH3:30])[c:5]([CH3:21])[c:6]([C:7](=[O:8])[NH:9][CH2:10][c:11]2[c:12](=[O:19])[nH:13][c:14]([CH3:18])[cH:15][c:16]2[CH3:17])[cH:20]1.[C:49](=[O:50])([O-:51])[O-:52].[CH3:31][c:32]1[cH:33][c:34]([CH:35]=[O:36])[cH:37][cH:38][c:39]1[B:40]1[O:41][C:42]([CH3:43])([CH3:44])[C:45]([CH3:46])([CH3:47])[O:48]1.[Na+:53].[Na+:54].[O:55]1[CH2:56][CH2:57][O:58][CH2:59][CH2:60]1.[OH2:61].[cH:62]1[cH:63][cH:64][c:65]([P:66]([Pd:67]([P:68]([c:69]2[cH:70][cH:71][cH:72][cH:73][cH:74]2)([c:75]2[cH:76][cH:77][cH:78][cH:79][cH:80]2)[c:81]2[cH:82][cH:83][cH:84][cH:85][cH:86]2)([P:87]([c:88]2[cH:89][cH:90][cH:91][cH:92][cH:93]2)([c:94]2[cH:95][cH:96][cH:97][cH:98][cH:99]2)[c:100]2[cH:101][cH:102][cH:103][cH:104][cH:105]2)[P:106]([c:107]2[cH:108][cH:109][cH:110][cH:111][cH:112]2)([c:113]2[cH:114][cH:115][cH:116][cH:117][cH:118]2)[c:119]2[cH:120][cH:121][cH:122][cH:123][cH:124]2)([c:125]2[cH:126][cH:127][cH:128][cH:129][cH:130]2)[c:131]2[cH:132][cH:133][cH:134][cH:135][cH:136]2)[cH:137][cH:138]1>>[c:2]1(-[c:39]2[c:32]([CH3:31])[cH:33][c:34]([CH:35]=[O:36])[cH:37][cH:38]2)[cH:3][c:4]([N:22]([CH:23]2[CH2:24][CH2:25][O:26][CH2:27][CH2:28]2)[CH2:29][CH3:30])[c:5]([CH3:21])[c:6]([C:7](=[O:8])[NH:9][CH2:10][c:11]2[c:12](=[O:19])[nH:13][c:14]([CH3:18])[cH:15][c:16]2[CH3:17])[cH:20]1. The reactants are N1(CC(NCC1)C(=O)OC)C(=O)OC(C)(C)C (1-tert-butyl 3-methyl piperazine-1,3-dicarboxylate), C(C)(C)N(C(C)C)CC (N,N-diisopropylethylamine), FC1=C(C#N)C=C(C=C1)[N+](=O)[O-] (2-fluoro-5-nitrobenzonitrile). Run in O1CCCC1 (tetrahydrofuran). Yields the product C(#N)C1=C(C=CC(=C1)[N+](=O)[O-])N1C(CN(CC1)C(=O)OC(C)(C)C)C(=O)OC (1-tert-butyl 3-methyl 4-(2-cyano-4-nitrophenyl)piperazine-1,3-dicarboxylate). Reaction SMILES: [N:1]1([C:11]([O:13][C:14]([CH3:17])([CH3:16])[CH3:15])=[O:12])[CH2:6][CH2:5][NH:4][CH:3]([C:7]([O:9][CH3:10])=[O:8])[CH2:2]1.C(N(CC)C(C)C)(C)C.F[C:28]1[CH:35]=[CH:34][C:33]([N+:36]([O-:38])=[O:37])=[CH:32][C:29]=1[C:30]#[N:31]>O1CCCC1>[C:30]([C:29]1[CH:32]=[C:33]([N+:36]([O-:38])=[O:37])[CH:34]=[CH:35][C:28]=1[N:4]1[CH2:5][CH2:6][N:1]([C:11]([O:13][C:14]([CH3:17])([CH3:16])[CH3:15])=[O:12])[CH2:2][CH:3]1[C:7]([O:9][CH3:10])=[O:8])#[N:31]. Procedure details: To a solution of 1-tert-butyl 3-methyl piperazine-1,3-dicarboxylate (80 g, 328 mmol) and N,N-diisopropylethylamine (192 mL, 741 mmol) in 300 mL of dry tetrahydrofuran was added 2-fluoro-5-nitrobenzonitrile (36 g, 219 mmol) at room temperature. The reaction mixture was heated to reflux for 36 hours. The reaction was concentrated and the resulting residue was purified by silica gel chromatography (30% ethyl acetate in hexane) to give the title compound: 1H NMR (300 MHz, DMSO-d6) δ ppm 1.41 (s, 9H)... The reactants are C(C)(C)(C)OC(=O)[C@@H]1N(CCC1)C(C=C)=O ((R)-1-acryloyl-pyrrolidine-2-carboxylic acid tert-butyl ester), C(C1=CC=CC=C1)N (benzylamine). The solvent is C(C)#N (acetonitrile). Product: C(C)(C)(C)OC(=O)[C@@H]1N(CCC1)C(CCN(CCC(=O)N1[C@H](CCC1)C(=O)OC(C)(C)C)CC1=CC=CC=C1)=O ((R)-1-[3-[Benzyl-[3-[(R)-2-tert-butoxycarbonyl-pyrrolidin-1-yl]-3-oxo-propyl]-amino]-propionyl]-pyrrolidine-2-carboxylic acid tert-butyl ester). Isolated yield 38.0%. RXN SMILES: [C:1]([O:5][C:6]([C@H:8]1[CH2:12][CH2:11][CH2:10][N:9]1[C:13](=[O:16])[CH:14]=[CH2:15])=[O:7])([CH3:4])([CH3:3])[CH3:2].[CH2:17]([NH2:24])[C:18]1[CH:23]=[CH:22][CH:21]=[CH:20][CH:19]=1>C(#N)C>[C:1]([O:5][C:6]([C@H:8]1[CH2:12][CH2:11][CH2:10][N:9]1[C:13](=[O:16])[CH2:14][CH2:15][N:24]([CH2:17][C:18]1[CH:23]=[CH:22][CH:21]=[CH:20][CH:19]=1)[CH2:15][CH2:14][C:13]([N:9]1[CH2:10][CH2:11][CH2:12][C@@H:8]1[C:6]([O:5][C:1]([CH3:2])([CH3:4])[CH3:3])=[O:7])=[O:16])=[O:7])([CH3:4])([CH3:3])[CH3:2]. Procedure details: A solution of 1.0 g (4.44 mmol) (R)-1-acryloyl-pyrrolidine-2-carboxylic acid tert-butyl ester and 0.24 ml (2.22 mmol) benzylamine in 25 ml acetonitrile was stirred for 16 h at 80° C. Concentration in vacuo and flash chromatography (gradient: 0-10% MeOH in EtOAc) afforded 470 mg (34%) of the title compound as a yellow oil. MS m/e (%): 558 (M+H+, 100). Reaction conditions: time 17 hour. Reactants: Cl (HCl), C(C)(C)(C)OC(=O)NCCC(=O)NCC1=C2C(N(C(C2=CC=C1)=O)C1C(NC(CC1)=O)=O)=O (3-[(tert-butoxy)carbonylamino]-N-{[2-(2,6-dioxo(3-piperidyl))-1,3-dioxoisoindolin-4-yl]methyl}propanamide). Yield: 79.0%. The product is Cl.NCCC(=O)NCC1=C2C(N(C(C2=CC=C1)=O)C1C(NC(CC1)=O)=O)=O (3-amino-N-{[2-(2,6-dioxo(3-piperidyl))-1,3-dioxoisoindolin-4-yl]methyl}propanamide hydrochloride). Reported procedure: A 4N HCl solution in dioxane (1 ml) was added to a stirred solution of 3-[(tert-butoxy)carbonylamino]-N-{[2-(2,6-dioxo(3-piperidyl))-1,3-dioxoisoindolin-4-yl]methyl}propanamide (0.5 g, 1.09 mmol) in CH2Cl2 (15 ml) and stirred for 17 hours. The resulting suspension was filtered to give 3-amino-N-{[2-(2,6-dioxo(3-piperidyl))-1,3-dioxoisoindolin-4-yl]methyl}propanamide hydrochloride (0.34 g, 79%) as a white solid: mp 161–163° C.; 1H NMR (DMSO-d6) δ d 11.15 (s, 1H), 8.88 (t, J=5.8 Hz, 1H), 8.06. (b,... Reaction SMILES: [ClH:1].C(OC([NH:9][CH2:10][CH2:11][C:12]([NH:14][CH2:15][C:16]1[CH:24]=[CH:23][CH:22]=[C:21]2[C:17]=1[C:18](=[O:34])[N:19]([CH:26]1[CH2:31][CH2:30][C:29](=[O:32])[NH:28][C:27]1=[O:33])[C:20]2=[O:25])=[O:13])=O)(C)(C)C>O1CCOCC1.C(Cl)Cl>[ClH:1].[NH2:9][CH2:10][CH2:11][C:12]([NH:14][CH2:15][C:16]1[CH:24]=[CH:23][CH:22]=[C:21]2[C:17]=1[C:18](=[O:34])[N:19]([CH:26]1[CH2:31][CH2:30][C:29](=[O:32])[NH:28][C:27]1=[O:33])[C:20]2=[O:25])=[O:13] |f:4.5|. Run in O1CCOCC1 (dioxane), C(Cl)Cl (CH2Cl2). Reactants: N#Cc1csc([N+](=O)[O-])c1Br, CCCC[Sn](CCCC)(CCCC)c1nccs1, C1COCCO1, c1ccc(P(c2ccccc2)(c2ccccc2)[Pd](P(c2ccccc2)(c2ccccc2)c2ccccc2)(P(c2ccccc2)(c2ccccc2)c2ccccc2)P(c2ccccc2)(c2ccccc2)c2ccccc2)cc1. Yields the product N#Cc1csc([N+](=O)[O-])c1-c1nccs1. RXN SMILES: [Br:1][c:2]1[c:3]([C:10]#[N:11])[cH:4][s:5][c:6]1[N+:7](=[O:8])[O-:9].[CH2:12]([Sn:13]([CH2:14][CH2:15][CH2:16][CH3:22])([c:17]1[s:18][cH:19][cH:20][n:21]1)[CH2:23][CH2:24][CH2:25][CH3:26])[CH2:27][CH2:28][CH3:29].[O:107]1[CH2:108][CH2:109][O:110][CH2:111][CH2:112]1.[cH:30]1[cH:31][cH:32][c:33]([P:34]([Pd:35]([P:36]([c:37]2[cH:38][cH:39][cH:40][cH:41][cH:42]2)([c:43]2[cH:44][cH:45][cH:46][cH:47][cH:48]2)[c:49]2[cH:50][cH:51][cH:52][cH:53][cH:54]2)([P:55]([c:56]2[cH:57][cH:58][cH:59][cH:60][cH:61]2)([c:62]2[cH:63][cH:64][cH:65][cH:66][cH:67]2)[c:68]2[cH:69][cH:70][cH:71][cH:72][cH:73]2)[P:74]([c:75]2[cH:76][cH:77][cH:78][cH:79][cH:80]2)([c:81]2[cH:82][cH:83][cH:84][cH:85][cH:86]2)[c:87]2[cH:88][cH:89][cH:90][cH:91][cH:92]2)([c:93]2[cH:94][cH:95][cH:96][cH:97][cH:98]2)[c:99]2[cH:100][cH:101][cH:102][cH:103][cH:104]2)[cH:105][cH:106]1>>[c:2]1(-[c:17]2[s:18][cH:19][cH:20][n:21]2)[c:3]([C:10]#[N:11])[cH:4][s:5][c:6]1[N+:7](=[O:8])[O-:9]. The reactants are [BH4-], CC(C)=O, CCO, ClCCl, Cl, COC(=O)c1ccnc(N)n1, [Na+], [Na+], O=C([O-])O. Product: Nc1nccc(CO)n1. As a reaction SMILES: [BH4-:12].[CH3:20][C:21](=[O:22])[CH3:23].[CH3:27][CH2:28][OH:29].[Cl:24][CH2:25][Cl:26].[ClH:14].[NH2:1][c:2]1[n:3][cH:4][cH:5][c:6]([C:8](=[O:9])[O:10][CH3:11])[n:7]1.[Na+:13].[Na+:15].[OH:16][C:17](=[O:18])[O-:19]>>[NH2:1][c:2]1[n:3][cH:4][cH:5][c:6]([CH2:8][OH:9])[n:7]1.